Task: describe an organic reaction: reactants, conditions, products, and yield. Dataset: the Open Reaction Database (ORD), a public repository of structured organic reaction records The reactants are CC(C)(C)OC(=O)N1CCN(Cc2cncc(Br)c2)C(c2ccc(F)cc2)C1, ClCCl, O, O=C(O)C(F)(F)F. Yields the product Fc1ccc(C2CNCCN2Cc2cncc(Br)c2)cc1. Reaction SMILES: [C:9]([O:10][C:11](=[O:12])[N:16]1[CH2:17][CH:18]([c:30]2[cH:31][cH:32][c:33]([F:36])[cH:34][cH:35]2)[N:19]([CH2:22][c:23]2[cH:24][n:25][cH:26][c:27]([Br:29])[cH:28]2)[CH2:20][CH2:21]1)([CH3:13])([CH3:14])[CH3:15].[Cl:37][CH2:38][Cl:39].[OH2:8].[OH:1][C:2]([C:3]([F:4])([F:5])[F:6])=[O:7]>>[NH:16]1[CH2:17][CH:18]([c:30]2[cH:31][cH:32][c:33]([F:36])[cH:34][cH:35]2)[N:19]([CH2:22][c:23]2[cH:24][n:25][cH:26][c:27]([Br:29])[cH:28]2)[CH2:20][CH2:21]1. Starting materials: BrC=1C=CC2=C(C=C(CCS2(=O)=O)C(=O)NC2=CC=C(C=C2)CN(C2CCOCC2)C)C1 (7-bromo-N-[4-[[N-methyl-N-(tetrahydro-2H-pyran-4-yl)amino]methyl]phenyl]-1,1-dioxo-2,3-dihydro-1-benzothiepine-4-carboxamide), B(OC1=CC(=C(C(=C1)C)OCCOCC)C)([O-])[O-] (4-(2-ethoxyethoxy)-3,5-dimethylphenyl borate), C([O-])([O-])=O.[K+].[K+] (potassium carbonate), C(C)O (ethanol). The reagents and catalysts are C=1C=CC(=CC1)[P](C=2C=CC=CC2)(C=3C=CC=CC3)[Pd]([P](C=4C=CC=CC4)(C=5C=CC=CC5)C=6C=CC=CC6)([P](C=7C=CC=CC7)(C=8C=CC=CC8)C=9C=CC=CC9)[P](C=1C=CC=CC1)(C=1C=CC=CC1)C=1C=CC=CC1 (tetrakistriphenylphosphinepalladium). Solvent: C1(=CC=CC=C1)C (toluene). Conditions: time 30 minute. Yields the product C(C)OCCOC1=C(C=C(C=C1C)C=1C=CC2=C(C=C(CCS2(=O)=O)C(=O)NC2=CC=C(C=C2)CN(C2CCOCC2)C)C1)C (7-[4-(2-ethoxyethoxy)-3,5-dimethylphenyl]-N-[4-[[N-methyl-N-(tetrahydro-2H-pyran-4-yl)amino]methyl]phenyl]-1,1-dioxo-2,3-dihydro-1-benzothiepine-4-carboxamide). Yield: 87.6%. RXN SMILES: Br[C:2]1[CH:3]=[CH:4][C:5]2[S:11](=[O:13])(=[O:12])[CH2:10][CH2:9][C:8]([C:14]([NH:16][C:17]3[CH:22]=[CH:21][C:20]([CH2:23][N:24]([CH3:31])[CH:25]4[CH2:30][CH2:29][O:28][CH2:27][CH2:26]4)=[CH:19][CH:18]=3)=[O:15])=[CH:7][C:6]=2[CH:32]=1.B([O-])([O-])O[C:35]1[CH:40]=[C:39]([CH3:41])[C:38]([O:42][CH2:43][CH2:44][O:45][CH2:46][CH3:47])=[C:37]([CH3:48])[CH:36]=1.C(=O)([O-])[O-].[K+].[K+].C(O)C>C1C=CC([P]([Pd]([P](C2C=CC=CC=2)(C2C=CC=CC=2)C2C=CC=CC=2)([P](C2C=CC=CC=2)(C2C=CC=CC=2)C2C=CC=CC=2)[P](C2C=CC=CC=2)(C2C=CC=CC=2)C2C=CC=CC=2)(C2C=CC=CC=2)C2C=CC=CC=2)=CC=1.C1(C)C=CC=CC=1>[CH2:46]([O:45][CH2:44][CH2:43][O:42][C:38]1[C:39]([CH3:41])=[CH:40][C:35]([C:2]2[CH:3]=[CH:4][C:5]3[S:11](=[O:13])(=[O:12])[CH2:10][CH2:9][C:8]([C:14]([NH:16][C:17]4[CH:18]=[CH:19][C:20]([CH2:23][N:24]([CH3:31])[CH:25]5[CH2:30][CH2:29][O:28][CH2:27][CH2:26]5)=[CH:21][CH:22]=4)=[O:15])=[CH:7][C:6]=3[CH:32]=2)=[CH:36][C:37]=1[CH3:48])[CH3:47] |f:2.3.4,^1:63,65,84,103|. Reported procedure: A mixture of 7-bromo-N-[4-[[N-methyl-N-(tetrahydro-2H-pyran-4-yl)amino]methyl]phenyl]-1,1-dioxo-2,3-dihydro-1-benzothiepine-4-carboxamide (0.3 g), 4-(2-ethoxyethoxy)-3,5-dimethylphenyl borate (0.16 g), 1M potassium carbonate solution (1.3 ml), ethanol (1.3 ml) and toluene (25 ml) was stirred under argon atmosphere at room temperature for 30 minutes. To the mixture was added tetrakistriphenylphosphinepalladium (0.03 g), and the mixture was refluxed under argon atmosphere for 6 hours and extracted... Starting materials: C(C)(C)(C)C=1N=C(C=2C(N1)=NN(N2)CC2=NON=C2C)N2C[C@H](CC2)O ((S)-1-[5-tert-Butyl-2-(4-methyl-furazan-3-ylmethyl)-2H-[1,2,3]triazolo[4,5-d]pyrimidin-7-yl]-pyrrolidin-3-ol), C(C)(C)(C)C=1N=C(C2=C(N1)NN=N2)N2C[C@H](CC2)OC(C(F)(F)F)=O (Trifluoro-acetic acid (S)-1-(5-tert-butyl-3H-[1,2,3]triazolo[4,5-d]pyrimidin-7-yl)-pyrrolidin-3-yl-ester), ClC=1C(=NC(=CC1)Cl)CCl (3,6-dichloro-2-(chloromethyl)pyridine). Product: C(C)(C)(C)C=1N=C(C=2C(N1)=NN(N2)CC2=NC(=CC=C2Cl)Cl)N2C[C@H](CC2)O ((S)-1-[5-tert-Butyl-2-(3,6-dichloro-pyridin-2-ylmethyl)-2H-[1,2,3]triazolo[4,5-d]pyrimidin-7-yl]-pyrrolidin-3-ol). RXN SMILES: C(C1N=C(N2CC[C@H](O)C2)C2C(=NN(CC3C(C)=NON=3)N=2)N=1)(C)(C)C.[C:27]([C:31]1[N:32]=[C:33]([N:40]2[CH2:44][CH2:43][C@H:42]([O:45]C(=O)C(F)(F)F)[CH2:41]2)[C:34]2[N:39]=[N:38][NH:37][C:35]=2[N:36]=1)([CH3:30])([CH3:29])[CH3:28].[Cl:52][C:53]1[C:54]([CH2:60]Cl)=[N:55][C:56]([Cl:59])=[CH:57][CH:58]=1>>[C:27]([C:31]1[N:32]=[C:33]([N:40]2[CH2:44][CH2:43][C@H:42]([OH:45])[CH2:41]2)[C:34]2[C:35](=[N:37][N:38]([CH2:60][C:54]3[C:53]([Cl:52])=[CH:58][CH:57]=[C:56]([Cl:59])[N:55]=3)[N:39]=2)[N:36]=1)([CH3:29])([CH3:30])[CH3:28]. Reported procedure: In analogy to the procedure described for the synthesis of (S)-1-[5-tert-Butyl-2-(4-methyl-furazan-3-ylmethyl)-2H-[1,2,3]triazolo[4,5-d]pyrimidin-7-yl]-pyrrolidin-3-ol (example 73), the title compound was prepared from Trifluoro-acetic acid (S)-1-(5-tert-butyl-3H-[1,2,3]triazolo[4,5-d]pyrimidin-7-yl)-pyrrolidin-3-yl-ester and 3,6-dichloro-2-(chloromethyl)pyridine and isolated as light yellow gum. MS (m/e): 422.3 (MH+). Starting materials: C1(CC1)C1=C(C=CC=C1)CC#N ((2-cyclopropyl-phenyl)-acetonitrile), C(CN)N (ethylene diamine). The product is C1(CC1)C1=C(CC=2NCCN2)C=CC=C1 (2-(2-Cyclopropyl-benzyl)-4,5-dihydro-1H-imidazole). As a reaction SMILES: [CH:1]1([C:4]2[CH:9]=[CH:8][CH:7]=[CH:6][C:5]=2[CH2:10][C:11]#[N:12])[CH2:3][CH2:2]1.[CH2:13](N)[CH2:14][NH2:15]>>[CH:1]1([C:4]2[CH:9]=[CH:8][CH:7]=[CH:6][C:5]=2[CH2:10][C:11]2[NH:12][CH2:13][CH2:14][N:15]=2)[CH2:3][CH2:2]1. Procedure details: 2-(2-Cyclopropyl-benzyl)-4,5-dihydro-1H-imidazole was prepared from (2-cyclopropyl-phenyl)-acetonitrile and ethylene diamine in analogy to Example 19 b): light brown powder; MS (ISP): 201.4 ((M+H)+.). The reactants are BrCC=1C=C(C(=C(C1)F)F)F (5-(bromomethyl)-1,2,3-trifluorobenzene), Cl[Si](C)(C)C (Chlorotrimethylsilane), [Zn] (Zinc), [Cl-].[Li+] (lithium chloride), BrCCBr (1,2-dibromoethane). The solvent is C1CCOC1 (THF), C1CCOC1 (THF). Conditions: temperature 150 celsius, time 20 hour. Yields the product [Br-].FC=1C=C(C[Zn+])C=C(C1F)F ((3,4,5-Trifluorobenzyl)zinc(II) bromide). As a reaction SMILES: [Zn:1].[Cl-].[Li+].[Br:4]CCBr.Cl[Si](C)(C)C.Br[CH2:14][C:15]1[CH:16]=[C:17]([F:23])[C:18]([F:22])=[C:19]([F:21])[CH:20]=1>C1COCC1>[Br-:4].[F:21][C:19]1[CH:20]=[C:15]([CH:16]=[C:17]([F:23])[C:18]=1[F:22])[CH2:14][Zn+:1] |f:1.2,7.8|. Procedure details: Zinc powder (2.62 g, 40.00 mmol) and lithium chloride (1.696 g, 40.00 mmol) were added to a dried flask and heated to 150° C. under vacuum for 30 min. The flask was allowed to reach room temperature. THF (20 mL) and 1,2-dibromoethane (0.115 mL, 1.33 mmol) were added. The mixture was heated until boiling occurred and the flask was then allowed to reach room temperature. Chlorotrimethylsilane (0.034 mL, 0.27 mmol) was added and the mixture was again heated until boiling occurred. The flask was coo...